From a dataset of the Open Reaction Database (ORD), a public repository of structured organic reaction records. describe an organic reaction: reactants, conditions, products, and yield Starting materials: CC(C)(C)OC(=O)N1CCCC1COc1cc([N+](=O)[O-])ccc1C(F)(F)F, CO, C1COCCO1. Yields the product CC(C)(C)OC(=O)N1CCCC1COc1cc(N)ccc1C(F)(F)F. As a reaction SMILES: [C:1]([CH3:2])([CH3:3])([CH3:4])[O:5][C:6](=[O:7])[N:8]1[CH:9]([CH2:13][O:14][c:15]2[c:16]([C:24]([F:25])([F:26])[F:27])[cH:17][cH:18][c:19]([N+:21]([O-:22])=[O:23])[cH:20]2)[CH2:10][CH2:11][CH2:12]1.[CH3:28][OH:29].[O:30]1[CH2:31][CH2:32][O:33][CH2:34][CH2:35]1>>[C:1]([CH3:2])([CH3:3])([CH3:4])[O:5][C:6](=[O:7])[N:8]1[CH:9]([CH2:13][O:14][c:15]2[c:16]([C:24]([F:25])([F:26])[F:27])[cH:17][cH:18][c:19]([NH2:21])[cH:20]2)[CH2:10][CH2:11][CH2:12]1. Reactants: NC1=NC(=CC(=[N+]1[O-])NCCCC)Cl (2-amino-4-butylamino-6-chloropyrimidine 3-oxide), [OH-].[Na+] (sodium hydroxide), CNC (dimethyl-amine), solution. Run in O (water), C(C)O (ethanol), C(C)O (ethanol). Yields the product NC1=NC(=CC(=[N+]1[O-])NCCCC)N(C)C (2-amino-4-butylamino-6-dimethylaminopyrimidine 3-oxide). Yield: 39.0%. As a reaction SMILES: [NH2:1][C:2]1[N+:7]([O-:8])=[C:6]([NH:9][CH2:10][CH2:11][CH2:12][CH3:13])[CH:5]=[C:4](Cl)[N:3]=1.[CH3:15][NH:16][CH3:17].[OH-].[Na+]>C(O)C.O>[NH2:1][C:2]1[N+:7]([O-:8])=[C:6]([NH:9][CH2:10][CH2:11][CH2:12][CH3:13])[CH:5]=[C:4]([N:16]([CH3:17])[CH3:15])[N:3]=1 |f:2.3|. Procedure: 1.5 g of 2-amino-4-butylamino-6-chloropyrimidine 3-oxide are placed in 10 ml of ethanol. 5 ml of dimethyl-amine are added as 33% solution in ethanol. The reaction mixture is refluxed for 4 hours and is then evaporated to dryness. The precipitate obtained is taken up in 20 ml of water. The pH is adjusted to 8 by adding sodium hydroxide. The mixture is extracted with 3×50 ml of butanol. The butanol phase is evaporated to dryness. The precipitate is recrystallized from 10 ml of acetonitrile. 610 mg... The reactants are BrC=1C=C(C(=C(C1)F)I)F (5-bromo-1,3-difluoro-2-iodo-benzene), CC1(OB(OC1(C)C)C1=CN=C(O1)[Si](C(C)C)(C(C)C)C(C)C)C (5-(4,4,5,5-tetramethyl-[1,3,2]dioxaborolan-2-yl)-2-triisopropylsilanyl-oxazole), Intermediate 27. Product: BrC1=CC(=C(C(=C1)F)C1=CN=CO1)F (5-(4-Bromo-2,6-difluoro-phenyl)-oxazole). As a reaction SMILES: [Br:1][C:2]1[CH:3]=[C:4]([F:10])[C:5](I)=[C:6]([F:8])[CH:7]=1.CC1(C)C(C)(C)OB([C:19]2[O:23][C:22]([Si](C(C)C)(C(C)C)C(C)C)=[N:21][CH:20]=2)O1>>[Br:1][C:2]1[CH:3]=[C:4]([F:10])[C:5]([C:19]2[O:23][CH:22]=[N:21][CH:20]=2)=[C:6]([F:8])[CH:7]=1. Reported procedure: The title compound is prepared from 5-bromo-1,3-difluoro-2-iodo-benzene and 5-(4,4,5,5-tetramethyl-[1,3,2]dioxaborolan-2-yl)-2-triisopropylsilanyl-oxazole following a procedure analogous to that described in Intermediate 27. LC (method 1): tR=1.18 min; Mass spectrum (ESI+): m/z=260 [M+H]+. Reactants: BrC1=CC=C(C=C1)CN1N=C(C(=C(C1=O)C(=O)NCC(=O)O)O)C(C)C (N-{[2-[(4-Bromophenyl)methyl]-5-hydroxy-6-(1-methylethyl)-3-oxo-2,3-dihydro-4-pyridazinyl]carbonyl}glycine), CN1CCN(CC1)C1=NC=C(C=C1)B1OC(C(O1)(C)C)(C)C (1-methyl-4-[5-(4,4,5,5-tetramethyl-1,3,2-dioxaborolan-2-yl)-2-pyridinyl]piperazine), C([O-])([O-])=O.[K+].[K+] (potassium carbonate), Cl (HCl). The reagents and catalysts are C=1C=CC(=CC1)[P](C=2C=CC=CC2)(C=3C=CC=CC3)[Pd]([P](C=4C=CC=CC4)(C=5C=CC=CC5)C=6C=CC=CC6)([P](C=7C=CC=CC7)(C=8C=CC=CC8)C=9C=CC=CC9)[P](C=1C=CC=CC1)(C=1C=CC=CC1)C=1C=CC=CC1 (tetrakis(triphenylphosphine)palladium). Run in O1CCOCC1 (1,4-Dioxane), O (Water), O (water). Yields the product OC1=C(C(N(N=C1C(C)C)CC1=CC=C(C=C1)C=1C=NC(=CC1)N1CCN(CC1)C)=O)C(=O)NCC(=O)O (N-{[5-hydroxy-6-(1-methylethyl)-2-({4-[6-(4-methyl-1-piperazinyl)-3-pyridinyl]phenyl}methyl)-3-oxo-2,3-dihydro-4-pyridazinyl]carbonyl}glycine). Yield: 49.3%. Reaction SMILES: Br[C:2]1[CH:7]=[CH:6][C:5]([CH2:8][N:9]2[C:14](=[O:15])[C:13]([C:16]([NH:18][CH2:19][C:20]([OH:22])=[O:21])=[O:17])=[C:12]([OH:23])[C:11]([CH:24]([CH3:26])[CH3:25])=[N:10]2)=[CH:4][CH:3]=1.[CH3:27][N:28]1[CH2:33][CH2:32][N:31]([C:34]2[CH:39]=[CH:38][C:37](B3OC(C)(C)C(C)(C)O3)=[CH:36][N:35]=2)[CH2:30][CH2:29]1.C(=O)([O-])[O-].[K+].[K+].Cl>O1CCOCC1.O.C1C=CC([P]([Pd]([P](C2C=CC=CC=2)(C2C=CC=CC=2)C2C=CC=CC=2)([P](C2C=CC=CC=2)(C2C=CC=CC=2)C2C=CC=CC=2)[P](C2C=CC=CC=2)(C2C=CC=CC=2)C2C=CC=CC=2)(C2C=CC=CC=2)C2C=CC=CC=2)=CC=1>[OH:23][C:12]1[C:11]([CH:24]([CH3:26])[CH3:25])=[N:10][N:9]([CH2:8][C:5]2[CH:6]=[CH:7][C:2]([C:37]3[CH:36]=[N:35][C:34]([N:31]4[CH2:30][CH2:29][N:28]([CH3:27])[CH2:33][CH2:32]4)=[CH:39][CH:38]=3)=[CH:3][CH:4]=2)[C:14](=[O:15])[C:13]=1[C:16]([NH:18][CH2:19][C:20]([OH:22])=[O:21])=[O:17] |f:2.3.4,^1:66,68,87,106|. Procedure details: To a 5 mL microwave tube was added N-{[2-[(4-bromophenyl)methyl]-5-hydroxy-6-(1-methylethyl)-3-oxo-2,3-dihydro-4-pyridazinyl]carbonyl}glycine (example 61, 31 mg, 0.073 mmol), 1-methyl-4-[5-(4,4,5,5-tetramethyl-1,3,2-dioxaborolan-2-yl)-2-pyridinyl]piperazine (22.16 mg, 0.073 mmol), potassium carbonate (30.3 mg, 0.219 mmol), and tetrakis(triphenylphosphine)palladium (0) (2.53 mg, 2.192 μmol) in 1,4-Dioxane (1.5 ml) and Water (0.500 ml). The mixture was irradiated at 100° C. for 20 minutes. The rea... Reactants: BrCCCCC=C (1-bromo-5-hexene), C1(C=2C(C(N1)=O)=CC=CC2)=O.[K] (potassium phthalimide), N-(5,6-Oxidohexyl)phthalimide, O (water). Solvent: CS(=O)C (dimethyl sulfoxide). Reaction conditions: time 8 hour. Product: C(CCCC=C)N1C(C=2C(C1=O)=CC=CC2)=O (N-(5-Hexenyl)phthalimide). Isolated yield 100.3%. RXN SMILES: Br[CH2:2][CH2:3][CH2:4][CH2:5][CH:6]=[CH2:7].[C:8]1(=[O:18])[NH:12][C:11](=[O:13])[C:10]2=[CH:14][CH:15]=[CH:16][CH:17]=[C:9]12.[K].O>CS(C)=O>[CH2:2]([N:12]1[C:11](=[O:13])[C:10]2=[CH:14][CH:15]=[CH:16][CH:17]=[C:9]2[C:8]1=[O:18])[CH2:3][CH2:4][CH2:5][CH:6]=[CH2:7] |f:1.2,^1:18|. Procedure details: This example illustrates a synthesis of N-(5,6-Oxidohexyl)phthalimide (inventive compound no. 1103). 1-bromo-5-hexene (6.52 g, 40 mmol) was added to a potassium phthalimide (7.4 g, 40 mmol) suspension in 50 mL of dimethyl sulfoxide and stirred overnight. After 12 hours of stirring at room temperature, the reaction was poured into a separatory funnel containing 300 mL of water and extracted with dichloromethane (5×200 mL). The organic extracts were combined, washed with water (100 mL) and brine (... Reactants: C(CCC)[Li].CCCCCC (n-butyllithium hexane), C(C)(C)(C)O (t-butanol), COCCOCCl (2-methoxyethoxymethyl chloride), C(C)(C)(C)OC(=O)C1=C(C=CC=C1)C1=CC=C(C=C1)CN1C(=NC(=C1CO)I)CCCC (1-[(2'-tert-butoxycarbonylbiphenyl-4-yl)methyl]-2-butyl-5-hydroxymethyl-4-iodoimidazole). The solvent is O1CCCC1 (tetrahydrofuran), C(C)OCC (diethyl ether). Run at time 16 hour. The product is C(CCC)C=1NC(=C(N1)I)COCOCCOC (2-butyl-4-iodo-5-(2-methoxyethoxymethoxymethyl)imidazole). Reaction SMILES: C([Li])CCC.CCCCCC.C(O)(C)(C)C.C(OC(C1C=CC=CC=1C1C=CC(C[N:37]2[C:41]([CH2:42][OH:43])=[C:40]([I:44])[N:39]=[C:38]2[CH2:45][CH2:46][CH2:47][CH3:48])=CC=1)=O)(C)(C)C.[CH3:49][O:50][CH2:51][CH2:52][O:53][CH2:54]Cl>O1CCCC1.C(OCC)C>[CH2:45]([C:38]1[NH:37][C:41]([CH2:42][O:43][CH2:49][O:50][CH2:51][CH2:52][O:53][CH3:54])=[C:40]([I:44])[N:39]=1)[CH2:46][CH2:47][CH3:48] |f:0.1|. Procedure details: To a solution of 5.56 mL of 1.6M n-butyllithium/hexane in 80 mL of tetrahydrofuran at 0° was added dropwise 1.15 mL of t-butanol. To the solution was added 3.28 g of 1-[(2'-tert-butoxycarbonylbiphenyl-4-yl)methyl]-2-butyl-5-hydroxymethyl-4-iodoimidazole followed by 1.15 mL of 2-methoxyethoxymethyl chloride. The resulting solution was stirred at 25° for 16 hours. The mixture was diluted with diethyl ether, washed with water and brine, dried over anhydrous sodium sulfate, filtered and concentrated... Starting materials: ClC1=NC=CC2=C1N=C(N=C2)SC (8-chloro-2-(methylthio)pyrido[3,4-d]pyrimidine), C1(CC1)B(O)O (cyclopropyl boronic acid), C1(CCCCC1)P(C1CCCCC1)C1CCCCC1 (PCy3). The reagents and catalysts are CC(=O)[O-].CC(=O)[O-].[Pd+2] (Pd(OAc)2). Solvent: CCOC(=O)C (EtOAc), C1(=CC=CC=C1)C.O (toluene water). Reaction conditions: temperature 95 celsius. Yields the product C1(CC1)C1=NC=CC2=C1N=C(N=C2)SC (8-cyclopropyl-2-(methylthio)pyrido[3,4-d]pyrimidine). The yield is 63.6%. As a reaction SMILES: Cl[C:2]1[C:7]2[N:8]=[C:9]([S:12][CH3:13])[N:10]=[CH:11][C:6]=2[CH:5]=[CH:4][N:3]=1.[CH:14]1(B(O)O)[CH2:16][CH2:15]1.C1(P(C2CCCCC2)C2CCCCC2)CCCCC1>C1(C)C=CC=CC=1.O.CCOC(C)=O.CC([O-])=O.CC([O-])=O.[Pd+2]>[CH:14]1([C:2]2[C:7]3[N:8]=[C:9]([S:12][CH3:13])[N:10]=[CH:11][C:6]=3[CH:5]=[CH:4][N:3]=2)[CH2:16][CH2:15]1 |f:3.4,6.7.8|. Procedure details: A solution of 8-chloro-2-(methylthio)pyrido[3,4-d]pyrimidine (Preparation 33, 20 mg, 0.094 mmol), cyclopropyl boronic acid (11 mg, 0.128 mmol), PCy3 (3 mg, 10.70 μmol), and Pd(OAc)2 (1 mg, 4.45 μmol) was dissolved in toluene/water 6:1 (1 mL) and heated to 95° C. for 18 hours. The mixture was diluted with EtOAc and quenched with brine. The aqueous layer was extracted with EtOAc three times. The combined organic layers were washed with water and brine, dried and concentrated. The residue was purif...